This data is from the Open Reaction Database (ORD), a public repository of structured organic reaction records. The task is: describe an organic reaction: reactants, conditions, products, and yield The reactants are C(O)([O-])=O.[Na+].C([O-])([O-])=O.[Na+].[Na+] (sodium hydrogen carbonate sodium carbonate), C([O-])([O-])=O.[Na+].[Na+] (sodium carbonate), C(C)(C)(C)OC(=O)N1CC(C1)\C=C\C(N([C@H](CC1=CC2=CC=CC=C2C=C1)C(N([C@H](CC1=CC=CC=C1)C(NC)=O)C)=O)C)=O (3-((E)-2-(Methyl((1R)-1-(methyl-((1R)-1-(methylcarbamoyl)-2-phenylethyl)-carbamoyl)-2-(2-naphthyl)ethyl)carbamoyl)vinyl)azetidine-1-carboxylic acid tert-butyl ester), FC(C(=O)O)(F)F (Trifluoroacetic acid). Product: C(C)(C)(C)OC(=O)N1CC(C1)C=CC(N([C@H](CC1=CC2=CC=CC=C2C=C1)C(N([C@H](CC1=CC=CC=C1)C(NC)=O)C)=O)C)=O (3-(2-(Methyl-((1R)-1-(methyl-((1R)-1-(methylcarbamoyl)-2-phenylethyl)carbamoyl)-2-(2-naphthyl)ethyl)carbamoyl)vinyl)azetidine-1-carboxylic acid tert-butyl ester). Isolated yield 64.8%. RXN SMILES: [C:1]([O:5][C:6]([N:8]1[CH2:11][CH:10](/[CH:12]=[CH:13]/[C:14](=[O:45])[N:15]([CH3:44])[C@@H:16]([C:28](=[O:43])[N:29]([CH3:42])[C@@H:30]([C:38](=[O:41])[NH:39][CH3:40])[CH2:31][C:32]2[CH:37]=[CH:36][CH:35]=[CH:34][CH:33]=2)[CH2:17][C:18]2[CH:27]=[CH:26][C:25]3[C:20](=[CH:21][CH:22]=[CH:23][CH:24]=3)[CH:19]=2)[CH2:9]1)=[O:7])([CH3:4])([CH3:3])[CH3:2].FC(F)(F)C(O)=O.C(=O)([O-])O.[Na+].C(=O)([O-])[O-].[Na+].[Na+].C(=O)([O-])[O-].[Na+].[Na+]>C(Cl)Cl>[C:1]([O:5][C:6]([N:8]1[CH2:9][CH:10]([CH:12]=[CH:13][C:14](=[O:45])[N:15]([CH3:44])[C@@H:16]([C:28](=[O:43])[N:29]([CH3:42])[C@@H:30]([C:38](=[O:41])[NH:39][CH3:40])[CH2:31][C:32]2[CH:33]=[CH:34][CH:35]=[CH:36][CH:37]=2)[CH2:17][C:18]2[CH:27]=[CH:26][C:25]3[C:20](=[CH:21][CH:22]=[CH:23][CH:24]=3)[CH:19]=2)[CH2:11]1)=[O:7])([CH3:4])([CH3:3])[CH3:2] |f:2.3.4.5.6,7.8.9|. Reaction conditions: time 7 minute. Solvent: C(Cl)Cl (Methylene chloride), C(Cl)Cl (methylene chloride). Procedure details: 3-((E)-2-(Methyl((1R)-1-(methyl-((1R)-1-(methylcarbamoyl)-2-phenylethyl)-carbamoyl)-2-(2-naphthyl)ethyl)carbamoyl)vinyl)azetidine-1-carboxylic acid tert-butyl ester (0.45 g; 0.73 mmol) was dissolved in methylene chloride (2 mL). Trifluoroacetic acid (2 mL) was added and the reaction mixture was stirred for 7 min. Methylene chloride (50 mL), an aqueous solution of sodium hydrogen carbonate/sodium carbonate (50 mL; pH 9) and sodium carbonate were added to the reaction mixture until pH 8. The organ... Reactants: ClC1=CC=C(C=C1)S(=O)[O-].[Na+] (Sodium 4-chloro-benzenesulfinate), BrC1=C(C=2C3=C(N(C2C=C1)C)CC1CCC3N1)C(=O)OC(C)(C)C (tert-butyl 2-bromo-5-methyl-5,6,7,8,9,10-hexahydro-7,10-epiminocyclohepta[b]indole-carboxylate). Product: ClC1=CC=C(C=C1)S(=O)(=O)C1=C(C=2C3=C(N(C2C=C1)C)CC1CCC3N1)C(=O)OC(C)(C)C (tert-butyl 2-(4-chlorophenyl)sulfonyl-5-methyl-5,6,7,8,9,10-hexahydro-7,10-epiminocyclohepta[b]indole-carboxylate). Isolated yield 40.0%. Reaction SMILES: [Cl:1][C:2]1[CH:7]=[CH:6][C:5]([S:8]([O-:10])=[O:9])=[CH:4][CH:3]=1.[Na+].Br[C:13]1[CH:21]=[CH:20][C:19]2[N:18]([CH3:22])[C:17]3[CH2:23][CH:24]4[NH:28][CH:27]([C:16]=3[C:15]=2[C:14]=1[C:29]([O:31][C:32]([CH3:35])([CH3:34])[CH3:33])=[O:30])[CH2:26][CH2:25]4>>[Cl:1][C:2]1[CH:7]=[CH:6][C:5]([S:8]([C:13]2[CH:21]=[CH:20][C:19]3[N:18]([CH3:22])[C:17]4[CH2:23][CH:24]5[NH:28][CH:27]([C:16]=4[C:15]=3[C:14]=2[C:29]([O:31][C:32]([CH3:35])([CH3:34])[CH3:33])=[O:30])[CH2:26][CH2:25]5)(=[O:10])=[O:9])=[CH:4][CH:3]=1 |f:0.1|. Reported procedure: Intermediate 18 was coupled with the product of Example 27, step B following the procedure of Example 27, step C. The crude material was purified by flash column chromatography (SiO2, 3:2 hexanes/ethyl acetate) to give tert-butyl 2-(4-chlorophenyl)sulfonyl-5-methyl-5,6,7,8,9,10-hexahydro-7,10-epiminocyclohepta[b]indole-carboxylate (100 mg, 40%) as a yellow solid: 1H NMR (CDCl3, 300 MHz) δ 8.16 (s, 1H), 7.86-7.90 (m, 2H), 7.62-7.66 (m, 1H), 7.43-7.45 (m, 1H), 7.32-7.42 (m, 1H), 7.29-7.32 (m, 1H),... Reactants: [C-]#N.[Na+] (sodium cyanide), O (water), CN(C=O)C (N,N-dimethylformamide), C1(=CC=CC=C1)C (toluene), CNN (methylhydrazine). Reaction conditions: temperature 100 celsius. Yields the product CN(N)C(=O)NCC1=C(C=CC(=C1)C1=CC=CC=C1)C (2-methyl-4-(2-methyl-5-phenylbenzyl) semicarbazide). As a reaction SMILES: [C-]#N.[Na+].[C:4]1([CH3:10])[CH:9]=[CH:8][CH:7]=[CH:6][CH:5]=1.[CH3:11][NH:12][NH2:13].O.[CH3:15][N:16](C)[CH:17]=[O:18]>>[CH3:11][N:12]([C:17]([NH:16][CH2:15][C:5]1[CH:6]=[C:7]([C:4]2[CH:9]=[CH:8][CH:7]=[CH:6][CH:5]=2)[CH:8]=[CH:9][C:4]=1[CH3:10])=[O:18])[NH2:13] |f:0.1|. Procedure: 1.0 g (4.61 mmol) of 2-methyl-5-phenylbenzyl chloride (produced in the same manner as in Intermediate Production Example 10) is dissolved in 2 ml of anhydrous N,N-dimethylformamide, and to this solution is added 450 mg (6.92 mmol) of sodium cyanide, and the mixture is stirred at 100° C. Subsequently, 2 ml of toluene is added to the reaction solution and the mixture is cooled to 0° C., to this is added 213 mg (4.61 mmol) of methylhydrazine, the mixture is stirred at room temperature, then, to thi...